From a dataset of the Open Reaction Database (ORD), a public repository of structured organic reaction records. describe an organic reaction: reactants, conditions, products, and yield Starting materials: C1(CC1)COC1=CC(=NC=N1)N (6-(cyclopropylmethoxy)pyrimidin-4-amine), C1(CCCC1)O (cyclopentanol), alcohol. Yields the product C1(CCCC1)OC1=CC(=NC=N1)N (6-(cyclopentyloxy)pyrimidin-4-amine). Isolated yield 86.0%. As a reaction SMILES: [CH:1]1([CH2:4][O:5][C:6]2[N:11]=[CH:10][N:9]=[C:8]([NH2:12])[CH:7]=2)[CH2:3][CH2:2]1.[CH:13]1(O)CCCC1>>[CH:4]1([O:5][C:6]2[N:11]=[CH:10][N:9]=[C:8]([NH2:12])[CH:7]=2)[CH2:1][CH2:3][CH2:2][CH2:13]1. Reported procedure: This was prepared in a manner analogous to 6-(cyclopropylmethoxy)pyrimidin-4-amine, where cyclopentanol was used as the alcohol. 6-(cyclopentyloxy)pyrimidin-4-amine (0.238 g, 1.328 mmol, 86% yield) was obtained as a white solid. m/z (ESI) 180.2 (M+H)+.